This data is from the Open Reaction Database (ORD), a public repository of structured organic reaction records. The task is: describe an organic reaction: reactants, conditions, products, and yield The reactants are CN(C=1C(=NC=CC1)C1=CC=C(N)C=C1)CCO (2-[N-methyl-N-(2-(4-anilinyl)pyridinyl)amino]ethanol), FC1=CC=C(C=O)C=C1 (4-fluorobenzaldehyde). Product: CN(C=1C(=NC=CC1)C1=CC=C(N)C=C1)CCOC1=CC=C(C=O)C=C1 (4-[2-(N-methyl-N-(2-(4-anilinyl)pyridinyl)amino)ethoxy]benzaldehyde). The yield is 58.2%. Reaction SMILES: [CH3:1][N:2]([CH2:16][CH2:17][OH:18])[C:3]1[C:4]([C:9]2[CH:15]=[CH:14][C:12]([NH2:13])=[CH:11][CH:10]=2)=[N:5][CH:6]=[CH:7][CH:8]=1.F[C:20]1[CH:27]=[CH:26][C:23]([CH:24]=[O:25])=[CH:22][CH:21]=1>>[CH3:1][N:2]([CH2:16][CH2:17][O:18][C:20]1[CH:27]=[CH:26][C:23]([CH:24]=[O:25])=[CH:22][CH:21]=1)[C:3]1[C:4]([C:9]2[CH:15]=[CH:14][C:12]([NH2:13])=[CH:11][CH:10]=2)=[N:5][CH:6]=[CH:7][CH:8]=1. Procedure details: The title compound (3.19 g) was prepared by the same procedure as the preparation 3 except for using 2-[N-methyl-N-(2-(4-anilinyl)pyridinyl)amino]ethanol (3.84 g) and 4-fluorobenzaldehyde (3.2 g). Starting materials: COC(=O)c1nc(C(F)(F)F)n2c1CN(C(=O)CC(Cc1cc(F)c(F)cc1F)NC(=O)OC(C)(C)C)CC2, CCOC(C)=O, Cl. Product: COC(=O)c1nc(C(F)(F)F)n2c1CN(C(=O)CC(N)Cc1cc(F)c(F)cc1F)CC2, Cl. RXN SMILES: [CH3:1][O:2][C:3](=[O:4])[c:5]1[n:6][c:7]([C:36]([F:37])([F:38])[F:39])[n:8]2[c:9]1[CH2:10][N:11]([C:14]([CH2:15][CH:16]([CH2:17][c:18]1[c:19]([F:26])[cH:20][c:21]([F:25])[c:22]([F:24])[cH:23]1)[NH:27][C:28]([O:29][C:30]([CH3:31])([CH3:32])[CH3:33])=[O:34])=[O:35])[CH2:12][CH2:13]2.[CH3:41][CH2:42][O:43][C:44](=[O:45])[CH3:46].[ClH:40]>>[CH3:1][O:2][C:3](=[O:4])[c:5]1[n:6][c:7]([C:36]([F:37])([F:38])[F:39])[n:8]2[c:9]1[CH2:10][N:11]([C:14]([CH2:15][CH:16]([CH2:17][c:18]1[c:19]([F:26])[cH:20][c:21]([F:25])[c:22]([F:24])[cH:23]1)[NH2:27])=[O:35])[CH2:12][CH2:13]2.[ClH:40]. Starting materials: COC(C1=C(C(=NC(=C1)Cl)Br)N)=O (3-amino-2-bromo-6-chloroisonicotinic acid methyl ester), C(C)OCC (diethyl ether), O (water), [OH-].[Na+] (sodium hydroxide). Run in CO (methanol). Run at time 2 hour. Yields the product NC1=C(C(=O)O)C=C(N=C1Br)Cl (3-amino-2-bromo-6-chloroisonicotinic acid). Reaction SMILES: C[O:2][C:3](=[O:13])[C:4]1[CH:9]=[C:8]([Cl:10])[N:7]=[C:6]([Br:11])[C:5]=1[NH2:12].[OH-].[Na+].C(OCC)C.O>CO>[NH2:12][C:5]1[C:6]([Br:11])=[N:7][C:8]([Cl:10])=[CH:9][C:4]=1[C:3]([OH:13])=[O:2] |f:1.2|. Procedure: 3-Amino-2-bromo-6-chloroisonicotinic acid methyl ester (260 mg) (example 3, step 5) was dissolved in methanol (2 mL), 2N aqueous sodium hydroxide solution (2 mL) was added and the reaction mixture was stirred for 2 hours at reflux. After cooling to room temperature, diethyl ether and water were added and the layers were separated. The aqueous layer was washed with diethyl ether and acidified by addition of 2N hydrochloric acid. The formed precipitate was extracted with MTB-ether (3×), the combin... Starting materials: N1=CC=C(C=C1)C1=C(NN=C1)C1=CC=C(OCC2=NC3=CC=CC=C3C=C2)C=C1 (2-[4-(4-Pyridin-4-yl-2H-pyrazol-3-yl)-phenoxymethyl}-quinoline), CNN (methyl hydrazine), S(O)(O)(=O)=O (sulfuric acid). Run in C(C)O (ethanol). Run at time 1 hour. Product: CN1N=CC(=C1C1=CC=C(OCC2=NC3=CC=CC=C3C=C2)C=C1)C1=CC=NC=C1 (2-[4-(2-Methyl-4-pyridin-4-yl-2H-pyrazol-3-yl)-phenoxymethyl]-quinoline). Yield: 17.0%. As a reaction SMILES: [N:1]1[CH:6]=[CH:5][C:4]([C:7]2[CH:11]=[N:10][NH:9][C:8]=2[C:12]2[CH:29]=[CH:28][C:15]([O:16][CH2:17][C:18]3[CH:27]=[CH:26][C:25]4[C:20](=[CH:21][CH:22]=[CH:23][CH:24]=4)[N:19]=3)=[CH:14][CH:13]=2)=[CH:3][CH:2]=1.[CH3:30]NN.S(=O)(=O)(O)O>C(O)C>[CH3:30][N:9]1[C:8]([C:12]2[CH:13]=[CH:14][C:15]([O:16][CH2:17][C:18]3[CH:27]=[CH:26][C:25]4[C:20](=[CH:21][CH:22]=[CH:23][CH:24]=4)[N:19]=3)=[CH:28][CH:29]=2)=[C:7]([C:4]2[CH:3]=[CH:2][N:1]=[CH:6][CH:5]=2)[CH:11]=[N:10]1. Procedure: To a solution of 2-[4-(4-Pyridin-4-yl-2H-pyrazol-3-yl)-phenoxymethyl}-quinoline (1.72 g) in ethanol (20 ml) was added methyl hydrazine (3.5 ml, 1.5 eq.) and concentrated sulfuric acid (0.1 ml). The reaction mixture was stirred 1 h at ambient temperature and solvent evaporated. The reaction mixture was partitioned between methylene chloride and saturated sodium bicarbonate. The layers were separated and the organic layer dried magnesium sulfate, filtered and concentrated. Preparative HPLC chromat... The reactants are CN(C)C=O (DMF), ClN1C(CCC1=O)=O (N-chlorosuccinimide), CN(C)C=O (DMF), C1(=CC=CC=C1)CCC=NO (3-phenylpropionaldehyde oxime), C(C)OCC (diethyl ether). Run in O (water). Run at time 3 hour. Product: C1(=CC=CC=C1)CCC(=NO)Cl (3-phenyl propanehydroximoyl chloride), oil. As a reaction SMILES: [Cl:1]N1C(=O)CCC1=O.CN(C=O)C.[C:14]1([CH2:20][CH2:21][CH:22]=[N:23][OH:24])[CH:19]=[CH:18][CH:17]=[CH:16][CH:15]=1.C(OCC)C>O>[C:14]1([CH2:20][CH2:21][C:22]([Cl:1])=[N:23][OH:24])[CH:19]=[CH:18][CH:17]=[CH:16][CH:15]=1. Procedure: A solution of N-chlorosuccinimide (2.24 g, 16.6 mmol) in abs. DMF (11 ml) was added to a solution of compound Z (2.06 g, 13.8 mmol) in abs. DMF (10 ml) at a temperature of 30-40° C. within 20 min. Cooling in an ice bath was carried out if necessary. The reaction mixture was stirred for 3 h at RT and then mixed with diethyl ether (120 ml) and water (80 ml). The phases were separated. The aqueous phase was extracted with diethyl ether (2×50 ml). The combined organic extracts were washed successive... The reactants are CS(C)=O, CCOC(C)=O, Cc1ccccc1, CCN(C(C)C)C(C)C, Cl, Cc1cc2c(s1)Nc1cc(F)ccc1N=C2N, OCCC1CNCCN1. Yields the product Cc1cc2c(s1)Nc1cc(F)ccc1N=C2N1CCNC(CCO)C1. Reaction SMILES: [CH3:37][S:38](=[O:39])[CH3:40].[CH3:41][CH2:42][O:43][C:44](=[O:45])[CH3:46].[CH3:47][c:48]1[cH:49][cH:50][cH:51][cH:52][cH:53]1.[CH:28]([N:29]([CH:30]([CH3:31])[CH3:32])[CH2:33][CH3:34])([CH3:35])[CH3:36].[ClH:1].[F:2][c:3]1[cH:4][cH:5][c:6]2[c:7]([cH:18]1)[NH:8][c:9]1[s:10][c:11]([CH3:17])[cH:12][c:13]1[C:14]([NH2:16])=[N:15]2.[NH:19]1[CH:20]([CH2:25][CH2:26][OH:27])[CH2:21][NH:22][CH2:23][CH2:24]1>>[F:2][c:3]1[cH:4][cH:5][c:6]2[c:7]([cH:18]1)[NH:8][c:9]1[s:10][c:11]([CH3:17])[cH:12][c:13]1[C:14]([N:16]1[CH2:21][CH:20]([CH2:25][CH2:26][OH:27])[NH:19][CH2:24][CH2:23]1)=[N:15]2. Reactants: CC(C(=O)ON1C(CCC1=O)=O)CCCC1=CC=CC=C1 ((±)-2,5-dioxopyrrolidin-1-yl 2-methyl-5-phenylpentanoate), C1=CC=C(C=C1)[C@H](CO)N (R-(−)-2-phenylglycinol). The solvent is C1CCOC1 (THF). Run at temperature 48 celsius, time 40 hour. Product: OC[C@@H](C1=CC=CC=C1)NC([C@H](CCCC1=CC=CC=C1)C)=O ((S)—N—((R)-2-hydroxy-1-phenylethyl)-2-methyl-5-phenylpentanamide). The yield is 34.0%. RXN SMILES: [CH3:1][CH:2]([CH2:13][CH2:14][CH2:15][C:16]1[CH:21]=[CH:20][CH:19]=[CH:18][CH:17]=1)[C:3]([O:5]N1C(=O)CCC1=O)=O.[CH:22]1[CH:27]=[CH:26][C:25]([C@@H:28]([NH2:31])[CH2:29][OH:30])=[CH:24][CH:23]=1>C1COCC1>[OH:30][CH2:29][C@H:28]([NH:31][C:3](=[O:5])[C@@H:2]([CH3:1])[CH2:13][CH2:14][CH2:15][C:16]1[CH:17]=[CH:18][CH:19]=[CH:20][CH:21]=1)[C:25]1[CH:26]=[CH:27][CH:22]=[CH:23][CH:24]=1. Procedure: To a solution consisting of (±)-2,5-dioxopyrrolidin-1-yl 2-methyl-5-phenyl pentanoate (18mb(i), 85.6 g, 296 mmol) in THF (3000 mL) at 48° C. was added R-(−)-2-phenylglycinol (65.9 g, 480 mmol, Bridge Organics) in portions. The resulting reaction mixture was stirred at 48° C. for 40 hours. A white precipitate formed, which was filtered from the reaction mixture and washed with THF. The filtrate was concentrated under vacuum and the residue, comprising the diastereomeric pair, was chromatographed ...